Dataset: the Open Reaction Database (ORD), a public repository of structured organic reaction records. Task: describe an organic reaction: reactants, conditions, products, and yield The reactants are [N-]=[N+]=[N-].[Na+] (NaN3), FC=1C=C(C=CC1N1CCSCC1)N1C(OC(C1)COS(=O)(=O)C1=CC=C(C=C1)C)=O ([[3-[3-fluoro-4-(4-thiomorpholinyl)phenyl]-2-oxo-5-oxazolidinyl]methyl]-p-toluenesulfonate), CC#N.C(Cl)(Cl)Cl (CH3CN CHCl3). Run in CCOC(=O)C (EtOAc), CN(C)C=O (DMF). Conditions: temperature 65 celsius, time 158 hour. Product: FC=1C=C(C=CC1N1CCSCC1)N1C(O[C@H](C1)CN=[N+]=[N-])=O ((R)-[[3-(3-fluoro-4-(4-thiomorpholinyl)phenyl]-2-oxo-5-oxazolidinyl]methyl]azide). The yield is 100.0%. As a reaction SMILES: [F:1][C:2]1[CH:3]=[C:4]([N:14]2[CH2:18][CH:17]([CH2:19]OS(C3C=CC(C)=CC=3)(=O)=O)[O:16][C:15]2=[O:31])[CH:5]=[CH:6][C:7]=1[N:8]1[CH2:13][CH2:12][S:11][CH2:10][CH2:9]1.[N-:32]=[N+:33]=[N-:34].[Na+].CC#N.C(Cl)(Cl)Cl>CN(C=O)C.CCOC(C)=O>[F:1][C:2]1[CH:3]=[C:4]([N:14]2[CH2:18][C@H:17]([CH2:19][N:32]=[N+:33]=[N-:34])[O:16][C:15]2=[O:31])[CH:5]=[CH:6][C:7]=1[N:8]1[CH2:13][CH2:12][S:11][CH2:10][CH2:9]1 |f:1.2,3.4|. Procedure details: The [[3-[3-fluoro-4-(4-thiomorpholinyl)phenyl]-2-oxo-5-oxazolidinyl]methyl]-p-toluenesulfonate (2.0 g, 4.287 mmol) was dissolved in dry DMF (15 mL) and then treated with solid NaN3 (1.67 g, 25.722 mmol). The reaction was heated to 65° C. (external temperature) for 6 hours, after which the reaction was allowed to cool to ambient temperature, stirring over a long weekend (158 hours). At this point, the reaction was found to be complete by TLC (6% CH3CN/CHCl3, UV short wave). The reaction was dilut... Reactants: C(C)(=O)OCC (ethyl acetate), COC=1C=CC2=C(N(C(N=N2)=O)CCN2CCC(CC2)NC(OC(C)(C)C)=O)C1 (1,1-dimethylethyl (1-{2-[6-(methyloxy)-3-oxo-1,2,4-benzotriazin-4(3H)-yl]ethyl}-4-piperidinyl)carbamate), Cl (HCl). Run in C(Cl)(Cl)Cl (chloroform), O1CCOCC1 (1,4-dioxane). The product is Cl.Cl.NC1CCN(CC1)CCN1C(N=NC2=C1C=C(C=C2)OC)=O (4-[2-(4-Amino-1-piperidinyl)ethyl]-6-(methyloxy)-1,2,4-benzotriazin-3(4H)-one Dihydrochloride). As a reaction SMILES: [CH3:1][O:2][C:3]1[CH:4]=[CH:5][C:6]2[N:11]=[N:10][C:9](=[O:12])[N:8]([CH2:13][CH2:14][N:15]3[CH2:20][CH2:19][CH:18]([NH:21]C(=O)OC(C)(C)C)[CH2:17][CH2:16]3)[C:7]=2[CH:29]=1.[ClH:30].C(OCC)(=O)C>C(Cl)(Cl)Cl.O1CCOCC1>[ClH:30].[ClH:30].[NH2:21][CH:18]1[CH2:19][CH2:20][N:15]([CH2:14][CH2:13][N:8]2[C:7]3[CH:29]=[C:3]([O:2][CH3:1])[CH:4]=[CH:5][C:6]=3[N:11]=[N:10][C:9]2=[O:12])[CH2:16][CH2:17]1 |f:5.6.7|. Reported procedure: To a solution of 1,1-dimethylethyl (1-{2-[6-(methyloxy)-3-oxo-1,2,4-benzotriazin-4(3H)-yl]ethyl}-4-piperidinyl)carbamate (48 mg, 0.11 g mmol) in chloroform (2 ml) was added 4M HCl in 1,4-dioxane (2 ml). The reaction was stirred at rt for 1 h before evaporation and trituration with ethyl acetate to provide the desired compound as a yellow oil which was used without further purification (42 mg, 94%). Starting materials: Cl.N[C@@H]1CC[C@H](CC1)NC(=O)C1=C(NC2=C1N=CN=C2C2=C(C=C(C(=C2)OC)F)OCC2CC2)C (N-(trans-4-aminocyclohexyl)-4-[2-(cyclopropylmethoxy)-4-fluoro-5-methoxyphenyl]-6-methyl-5H-pyrrolo[3,2-d]pyrimidine-7-carboxamide hydrochloride), C(C)(=O)OCC(=O)Cl (2-chloro-2-oxoethyl acetate). Yields the product C1(CC1)COC1=C(C=C(C(=C1)F)OC)C=1C2=C(N=CN1)C(=C(N2)C)C(=O)N[C@@H]2CC[C@H](CC2)NC(CO)=O (4-[2-(Cyclopropylmethoxy)-4-fluoro-5-methoxyphenyl]-N-[trans-4-(glycoloylamino)cyclohexyl]-6-methyl-5H-pyrrolo[3,2-d]pyrimidine-7-carboxamide). Reaction SMILES: Cl.[NH2:2][C@H:3]1[CH2:8][CH2:7][C@H:6]([NH:9][C:10]([C:12]2[C:16]3[N:17]=[CH:18][N:19]=[C:20]([C:21]4[CH:26]=[C:25]([O:27][CH3:28])[C:24]([F:29])=[CH:23][C:22]=4[O:30][CH2:31][CH:32]4[CH2:34][CH2:33]4)[C:15]=3[NH:14][C:13]=2[CH3:35])=[O:11])[CH2:5][CH2:4]1.C([O:39][CH2:40][C:41](Cl)=[O:42])(=O)C>>[CH:32]1([CH2:31][O:30][C:22]2[CH:23]=[C:24]([F:29])[C:25]([O:27][CH3:28])=[CH:26][C:21]=2[C:20]2[C:15]3[NH:14][C:13]([CH3:35])=[C:12]([C:10]([NH:9][C@H:6]4[CH2:7][CH2:8][C@H:3]([NH:2][C:40](=[O:39])[CH2:41][OH:42])[CH2:4][CH2:5]4)=[O:11])[C:16]=3[N:17]=[CH:18][N:19]=2)[CH2:34][CH2:33]1 |f:0.1|. Procedure: Starting from N-(trans-4-aminocyclohexyl)-4-[2-(cyclopropylmethoxy)-4-fluoro-5-methoxyphenyl]-6-methyl-5H-pyrrolo[3,2-d]pyrimidine-7-carboxamide hydrochloride (example D.f36) and commercially available 2-chloro-2-oxoethyl acetate the title compound is obtained as colorless solid. Reactants: C(C1=CC=CC=C1)(=O)O[C@H](C(CC(C(=O)O)C)=O)CC1=CC=CC=C1 ((5S)-5-benzoyloxy-2-methyl-4-oxo-6-phenylhexanoic acid), Cl.N1[C@H](C(=O)OCC2=CC=CC=C2)CCC1 (L-proline, phenylmethyl ester, hydrochloride), O.ON1N=NC2=C1C=CC=C2 (1-hydroxybenzotriazole hydrate), C(C)(C)N(CC)C(C)C (diisopropylethylamine), C1(CCCCC1)N=C=NC1CCCCC1 (dicyclohexylcarbodiimide). Solvent: CCOCC (ether), O1CCCC1 (tetrahydrofuran), O1CCCC1 (tetrahydrofuran). Conditions: time 1 hour. Product: C(C1=CC=CC=C1)(=O)O[C@H](C(C[C@H](C(=O)N1[C@H](C(=O)OCC2=CC=CC=C2)CCC1)C)=O)CC1=CC=CC=C1 (1-[(5S,2R)-5-(Benzoyloxy)-2-methyl-1,4-dioxo-6-phenylhexyl]-L-proline, phenylmethyl ester). Reaction SMILES: [C:1]([O:9][C@@H:10]([CH2:19][C:20]1[CH:25]=[CH:24][CH:23]=[CH:22][CH:21]=1)[C:11](=[O:18])[CH2:12][CH:13]([CH3:17])[C:14](O)=[O:15])(=[O:8])[C:2]1[CH:7]=[CH:6][CH:5]=[CH:4][CH:3]=1.Cl.[NH:27]1[CH2:41][CH2:40][CH2:39][C@H:28]1[C:29]([O:31][CH2:32][C:33]1[CH:38]=[CH:37][CH:36]=[CH:35][CH:34]=1)=[O:30].O.ON1C2C=CC=CC=2N=N1.C(N(C(C)C)CC)(C)C.C1(N=C=NC2CCCCC2)CCCCC1>O1CCCC1.CCOCC>[C:1]([O:9][C@@H:10]([CH2:19][C:20]1[CH:21]=[CH:22][CH:23]=[CH:24][CH:25]=1)[C:11](=[O:18])[CH2:12][C@@H:13]([CH3:17])[C:14]([N:27]1[CH2:41][CH2:40][CH2:39][C@H:28]1[C:29]([O:31][CH2:32][C:33]1[CH:34]=[CH:35][CH:36]=[CH:37][CH:38]=1)=[O:30])=[O:15])(=[O:8])[C:2]1[CH:3]=[CH:4][CH:5]=[CH:6][CH:7]=1 |f:1.2,3.4|. Reported procedure: To a solution of (5S)-5-benzoyloxy-2-methyl-4-oxo-6-phenylhexanoic acid (740 mg., 2.17 mmole), L-proline, phenylmethyl ester, hydrochloride (525 mg., 2.17 mmole), 1-hydroxybenzotriazole hydrate (300 mg., 2.21 mmole), and diisopropylethylamine (0.45 ml., 2.6 mmole) in anhydrous tetrahydrofuran (8 ml.) at 0° under argon is added dropwise a solution of dicyclohexylcarbodiimide (457 mg., 2.21 mmole) in tetrahydrofuran (1.5 ml.). The resulting mixture is stirred at 0° for one hour and then warmed to ... Reactants: C(C1=CC=CC=C1)(C1=CC=CC=C1)=NC1C(OCC1)=O (3-(benzhydrylidene-amino)-dihydro-furan-2-one), N1=CC=C(C=C1)CCl (4-picolyl chloride), C[Si](C)(C)[N-][Si](C)(C)C.[K+] (Potassium bis-(trimethylsilyl)amide). The solvent is C1CCOC1 (THF), C1CCOC1 (THF), C1CCOC1 (THF). Conditions: temperature 40 celsius, time 30 minute. Yields the product C(C1=CC=CC=C1)(C1=CC=CC=C1)=NC1(C(OCC1)=O)CC1=CC=NC=C1 (3-(Benzhydrylidene-amino)-3-pyridin-4-ylmethyl-dihydro-furan-2-one). As a reaction SMILES: C[Si]([N-][Si](C)(C)C)(C)C.[K+].[C:11](=[N:24][CH:25]1[CH2:29][CH2:28][O:27][C:26]1=[O:30])([C:18]1[CH:23]=[CH:22][CH:21]=[CH:20][CH:19]=1)[C:12]1[CH:17]=[CH:16][CH:15]=[CH:14][CH:13]=1.[N:31]1[CH:36]=[CH:35][C:34]([CH2:37]Cl)=[CH:33][CH:32]=1>C1COCC1>[C:11](=[N:24][C:25]1([CH2:37][C:34]2[CH:35]=[CH:36][N:31]=[CH:32][CH:33]=2)[CH2:29][CH2:28][O:27][C:26]1=[O:30])([C:18]1[CH:23]=[CH:22][CH:21]=[CH:20][CH:19]=1)[C:12]1[CH:17]=[CH:16][CH:15]=[CH:14][CH:13]=1 |f:0.1|. Procedure: Potassium bis-(trimethylsilyl)amide (2.67, 13.4 mMol) was dissolved in anhydrous THF (50 mL) under an atmosphere of dry N2. The mixture was cooled to 40° C. to which was added a solution of 3-(benzhydrylidene-amino)-dihydro-furan-2-one (3.38 g, 12.7 mMol) in THF (30 mL). The mixture was warmed to ambient temperature and stirred at this temperature for 30 minutes. The solution was then cooled to 40° C. and a solution of 4-picolyl chloride (1.70 g, 13.4 mMol) in THF (20 mL) was added. The reaction... Starting materials: ClCCl (Dichloromethane), Cl.FC=1C=C(C=CC1)C(=COCCN1CC(=CCC1)C(=O)O)C1=CC(=CC=C1)F (1-[2-[[2,2-bis(3-Fluorophenyl)ethenyl]oxy]ethyl]-1,2,5,6-tetrahydro-3-pyridine carboxylic acid hydrochloride), C(C)O (ethanol), Cl (hydrochloric acid), [OH-].[Na+] (sodium hydroxide). Run at time 3 hour. Yields the product Cl.ClC=1C=C(C=CC1)C(=COCCN1CC(=CCC1)C(=O)O)C1=C(C=CC=C1)C (1-[2-[[2-(3-Chlorophenyl)-2-(2-methylphenyl)ethenyl]oxy]-ethyl]-1, 2,5,6-tetrahydro-3-pyridine carboxylic acid hydrochloride). Yield: 55.0%. As a reaction SMILES: Cl.FC1[CH:4]=[C:5]([C:9]([C:23]2[CH:28]=[CH:27][CH:26]=[C:25](F)[CH:24]=2)=[CH:10][O:11][CH2:12][CH2:13][N:14]2[CH2:19][CH2:18][CH:17]=[C:16]([C:20]([OH:22])=[O:21])[CH2:15]2)[CH:6]=[CH:7][CH:8]=1.[OH-].[Na+].Cl.[Cl:33][CH2:34][Cl:35].[CH2:36](O)C>>[ClH:33].[Cl:35][C:34]1[CH:4]=[C:5]([C:9]([C:23]2[CH:24]=[CH:25][CH:26]=[CH:27][C:28]=2[CH3:36])=[CH:10][O:11][CH2:12][CH2:13][N:14]2[CH2:19][CH2:18][CH:17]=[C:16]([C:20]([OH:22])=[O:21])[CH2:15]2)[CH:6]=[CH:7][CH:8]=1 |f:0.1,2.3,7.8|. Reported procedure: 1-[2-[[2-(3-Chlorophenyl)-2-(2-methylphenyl)ethenyl]oxy]-ethyl]-1,2, 5,6-tetrahydro-3-pyridine carboxylic methyl ester (0.60 g, 0.0014 mol) (prepared as described in Method D) was dissolved in ethanol (5 ml) and 12 N sodium hydroxide solution (0.35 ml) was introduced. After stirring the solution at room temperature for 3 h, 37% hydrochloric acid solution was added, until the pH was measured as ca. 1. Dichloromethane (200 ml) was introduced, and the mixture was dried (Na2SO4), filtered and evapor... Yields the product CC(C)c1cccc2c1CC(Br)=C2. Reaction SMILES: [Br:13][N:14]1[C:15](=[O:16])[CH2:17][CH2:18][C:19]1=[O:20].[CH3:33][S:34](=[O:35])[CH3:36].[CH3:37][CH2:38][O:39][CH2:40][CH3:41].[CH:1]([CH3:2])([CH3:3])[c:4]1[cH:5][cH:6][cH:7][c:8]2[c:12]1[CH2:11][CH:10]=[CH:9]2.[OH2:21].[OH2:42].[c:22]1([CH3:23])[cH:24][cH:25][c:26]([S:27]([OH:28])(=[O:29])=[O:30])[cH:31][cH:32]1>>[CH:1]([CH3:2])([CH3:3])[c:4]1[cH:5][cH:6][cH:7][c:8]2[c:12]1[CH2:11][C:10]([Br:13])=[CH:9]2. Reactants: O=C1CCC(=O)N1Br, CS(C)=O, CCOCC, CC(C)c1cccc2c1CC=C2, O, O, Cc1ccc(S(=O)(=O)O)cc1. Reactants: ClC=1C=C2C(CN=C(C2=CC1)SC)C1=CC=C(C=C1)[N+](=O)[O-] (6-chloro-1-methylthio-4-(4-nitrophenyl)-3,4-dihydroisoquinoline), ClC=1C=C2C(CN=C(C2=CC1)SC)C1=CC=C(C=C1)[N+](=O)[O-] (6-chloro-1-methylthio-4-(4-nitrophenyl)-3,4-dihydroisoquinoline), CN (methylamine). The solvent is C1CCOC1 (THF). The product is ClC=1C=C2C(CN=C(C2=CC1)NC)C1=CC=C(C=C1)[N+](=O)[O-] (6-Chloro-1-methylamino-4-(4-nitrophenyl)-3,4-dihydroisoquinoline). Reaction SMILES: [Cl:1][C:2]1[CH:3]=[C:4]2[C:9](=[CH:10][CH:11]=1)[C:8](SC)=[N:7][CH2:6][CH:5]2[C:14]1[CH:19]=[CH:18][C:17]([N+:20]([O-:22])=[O:21])=[CH:16][CH:15]=1.[CH3:23][NH2:24]>C1COCC1>[Cl:1][C:2]1[CH:3]=[C:4]2[C:9](=[CH:10][CH:11]=1)[C:8]([NH:24][CH3:23])=[N:7][CH2:6][CH:5]2[C:14]1[CH:19]=[CH:18][C:17]([N+:20]([O-:22])=[O:21])=[CH:16][CH:15]=1. Procedure details: 400 mg of 6-chloro-1-methylthio-4-(4-nitrophenyl)-3,4-dihydroisoquinoline (see compound 1e) were heated with 2 g of methylamine in THF at 120° C. in a shaking autoclave under inert gas for 20 hours. Removal of the solvent by distillation was followed by MPLC chromatography on an MPRC cartridge with a mixture of 10 parts by volume of ethyl acetate, 5 parts by volume of n-heptane, 5 parts by volume of dichloromethane, 5 parts by volume of methanol and 1 part by volume of concentrated aqueous ammon...